Dataset: the Open Reaction Database (ORD), a public repository of structured organic reaction records. Task: describe an organic reaction: reactants, conditions, products, and yield Reported procedure: Starting compound: 7-[[4-[(1-t-butoxycarbonyl-4-piperidyl)oxy]anilino]methyl]-2-naphthalenecarbonitrile, 3-(chlorosulfonyl)benzoic acid. The product is C(C)(C)(C)OC(=O)N1CCC(CC1)OC1=CC=C(C=C1)N(S(=O)(=O)C=1C=C(C(=O)O)C=CC1)CC1=CC2=CC(=CC=C2C=C1)C#N (3-[N-[4-[(1-t-Butoxycarbonyl-4-piperidyl)oxy]phenyl]-N-[(7-cyano-2-naphthyl)methyl]sulfamoyl]benzoic acid). As a reaction SMILES: [C:1]([O:5][C:6]([N:8]1[CH2:13][CH2:12][CH:11]([O:14][C:15]2[CH:34]=[CH:33][C:18]([NH:19][CH2:20][C:21]3[CH:30]=[C:29]4[C:24]([CH:25]=[CH:26][C:27]([C:31]#[N:32])=[CH:28]4)=[CH:23][CH:22]=3)=[CH:17][CH:16]=2)[CH2:10][CH2:9]1)=[O:7])([CH3:4])([CH3:3])[CH3:2].Cl[S:36]([C:39]1[CH:40]=[C:41]([CH:45]=[CH:46][CH:47]=1)[C:42]([OH:44])=[O:43])(=[O:38])=[O:37]>>[C:1]([O:5][C:6]([N:8]1[CH2:13][CH2:12][CH:11]([O:14][C:15]2[CH:16]=[CH:17][C:18]([N:19]([CH2:20][C:21]3[CH:22]=[CH:23][C:24]4[C:29](=[CH:28][C:27]([C:31]#[N:32])=[CH:26][CH:25]=4)[CH:30]=3)[S:36]([C:39]3[CH:40]=[C:41]([CH:45]=[CH:46][CH:47]=3)[C:42]([OH:44])=[O:43])(=[O:38])=[O:37])=[CH:33][CH:34]=2)[CH2:10][CH2:9]1)=[O:7])([CH3:4])([CH3:2])[CH3:3]. The reactants are C(C)(C)(C)OC(=O)N1CCC(CC1)OC1=CC=C(NCC2=CC=C3C=CC(=CC3=C2)C#N)C=C1 (7-[[4-[(1-t-butoxycarbonyl-4-piperidyl)oxy]anilino]methyl]-2-naphthalenecarbonitrile), ClS(=O)(=O)C=1C=C(C(=O)O)C=CC1 (3-(chlorosulfonyl)benzoic acid). Reactants: COC1=CC=C2COC(=O)C2=C1 (6-methoxyphthalide), C1CC(=O)N(C1=O)Br (NBS), solution, CC(C)(C#N)N=NC(C)(C)C#N (AIBN). Run in ClC1=CC=CC=C1 (chlorobenzene), ClC1=CC=CC=C1 (chlorobenzene). Run at temperature 85 celsius. The product is C(=O)C1=C(C(=O)O)C=C(C=C1)OC (2-Formyl-5-methoxy-benzoic acid). As a reaction SMILES: [CH3:1][O:2][C:3]1[CH:12]=[C:11]2[C:6]([CH2:7][O:8][C:9]2=[O:10])=[CH:5][CH:4]=1.C1C(=O)N(Br)C(=[O:16])C1.CC(N=NC(C#N)(C)C)(C#N)C>ClC1C=CC=CC=1>[CH:7]([C:6]1[CH:5]=[CH:4][C:3]([O:2][CH3:1])=[CH:12][C:11]=1[C:9]([OH:8])=[O:10])=[O:16]. Reported procedure: 10 g (61 mmol) of 6-methoxyphthalide, 11.4 g (64.0 mmol) of NBS and 200 ml of chlorobenzene are mixed, while stirring, the suspension is heated to 85° C. and 2 ml of a solution of 100 mg of AIBN in 10 ml of chlorobenzene are added. In the course of a few minutes, the temperature rises to 110° C. and a red solution forms. After the rise in-temperature has subsided, the remaining 8 ml are added and the mixture is stirred at 85° C. for 40 min. After cooling to 0° C., the succinimide which has preci... The reactants are NC1=C(C(=CC=C1)OC)CO ((2-Amino-6-methoxy-phenyl)-methanol). Reagents/catalysts: [O-2].[O-2].[Mn+4] (manganese dioxide). Solvent: C(Cl)Cl (DCM). Reaction conditions: temperature 25 celsius, time 24 hour. Product: NC1=C(C=O)C(=CC=C1)OC (2-Amino-6-methoxy-benzaldehyde). RXN SMILES: [NH2:1][C:2]1[CH:7]=[CH:6][CH:5]=[C:4]([O:8][CH3:9])[C:3]=1[CH2:10][OH:11]>C(Cl)Cl.[O-2].[O-2].[Mn+4]>[NH2:1][C:2]1[CH:7]=[CH:6][CH:5]=[C:4]([O:8][CH3:9])[C:3]=1[CH:10]=[O:11] |f:2.3.4|. Procedure: A mixture of (2-Amino-6-methoxy-phenyl)-methanol (5.00 g, 0.033 mol) and manganese dioxide (13.7 g) in DCM (500 mL) iswas stirred at 25° C. for 24 h. The resulting solid is filtered off, washed with DCM to give the desired product. Reactants: CC(=O)OCc1nc(C(F)(F)F)ccc1Cn1nc2c(-c3ccncc3)c(-c3ccc(Cl)cc3)ccn2c1=O, CO, [K+], [K+], O=C([O-])[O-]. Yields the product O=c1n(Cc2ccc(C(F)(F)F)nc2CO)nc2c(-c3ccncc3)c(-c3ccc(Cl)cc3)ccn12. RXN SMILES: [C:1](=[O:2])([CH3:3])[O:4][CH2:5][c:6]1[n:7][c:8]([C:36]([F:37])([F:38])[F:39])[cH:9][cH:10][c:11]1[CH2:12][n:13]1[n:14][c:15]2[n:16]([cH:17][cH:18][c:19](-[c:27]3[cH:28][cH:29][c:30]([Cl:33])[cH:31][cH:32]3)[c:20]2-[c:21]2[cH:22][cH:23][n:24][cH:25][cH:26]2)[c:34]1=[O:35].[CH3:46][OH:47].[K+:40].[K+:41].[O-:42][C:43]([O-:44])=[O:45]>>[OH:4][CH2:5][c:6]1[n:7][c:8]([C:36]([F:37])([F:38])[F:39])[cH:9][cH:10][c:11]1[CH2:12][n:13]1[n:14][c:15]2[n:16]([cH:17][cH:18][c:19](-[c:27]3[cH:28][cH:29][c:30]([Cl:33])[cH:31][cH:32]3)[c:20]2-[c:21]2[cH:22][cH:23][n:24][cH:25][cH:26]2)[c:34]1=[O:35]. The reactants are Br, O=C([O-])O, CC1=NN(c2ccc3c(c2)CCCC3)C(=O)C1, Cl, O=N[O-], Nc1cccc(-c2ccc(C(=O)O)s2)c1O, [Na+], [Na+]. Product: CC1=NN(c2ccc3c(c2)CCCC3)C(=O)C1=NNc1cccc(-c2ccc(C(=O)O)s2)c1O. Reaction SMILES: [BrH:1].[C:39](=[O:40])([OH:41])[O-:42].[CH3:22][C:23]1=[N:27][N:26]([c:28]2[cH:29][c:30]3[c:35]([cH:36][cH:37]2)[CH2:34][CH2:33][CH2:32][CH2:31]3)[C:25](=[O:38])[CH2:24]1.[ClH:44].[N:18]([O-:19])=[O:20].[NH2:2][c:3]1[c:4]([OH:17])[c:5](-[c:9]2[cH:10][cH:11][c:12]([C:14](=[O:15])[OH:16])[s:13]2)[cH:6][cH:7][cH:8]1.[Na+:21].[Na+:43]>>[NH:2]([c:3]1[c:4]([OH:17])[c:5](-[c:9]2[cH:10][cH:11][c:12]([C:14](=[O:15])[OH:16])[s:13]2)[cH:6][cH:7][cH:8]1)[N:18]=[C:24]1[C:23]([CH3:22])=[N:27][N:26]([c:28]2[cH:29][c:30]3[c:35]([cH:36][cH:37]2)[CH2:34][CH2:33][CH2:32][CH2:31]3)[C:25]1=[O:38]. The product is NC1=C(C(N(C(N1C1=CC=CC=C1)=O)C)=O)NCC1(OC2=C(C(=C(C(=C2CC1)C)O)C)C)C (6-Amino-5-[(6-hydroxy-2,5,7,8-tetramethyl-2-chromanylmethyl)amino]-3-methyl-1-phenyl-2,4 (1H, 3H) -pyrimidinedione). Reactants: resultant mixture, C(C)(=O)OC=1C(=C2CCC(OC2=C(C1C)C)(C(=O)NC=1C(N(C(N(C1N)C1=CC=CC=C1)=O)C)=O)C)C (5-(6-Acetoxy-2.5,7,8-tetramethvlchroman-2-carboxamido)-6-amino-3-methyl-1-phenyl-2,4 (1H, 3H)-pyrimidinedione), Cl (hydrochloric acid), resultant solution. RXN SMILES: C([O:4][C:5]1[C:6]([CH3:37])=[C:7]2[C:12](=[C:13]([CH3:16])[C:14]=1[CH3:15])[O:11][C:10]([CH3:36])([C:17]([NH:19][C:20]1[C:21](=[O:35])[N:22]([CH3:34])[C:23](=[O:33])[N:24]([C:27]3[CH:32]=[CH:31][CH:30]=[CH:29][CH:28]=3)[C:25]=1[NH2:26])=O)[CH2:9][CH2:8]2)(=O)C.Cl>C1COCC1>[NH2:26][C:25]1[N:24]([C:27]2[CH:28]=[CH:29][CH:30]=[CH:31][CH:32]=2)[C:23](=[O:33])[N:22]([CH3:34])[C:21](=[O:35])[C:20]=1[NH:19][CH2:17][C:10]1([CH3:36])[CH2:9][CH2:8][C:7]2[C:12](=[C:13]([CH3:16])[C:14]([CH3:15])=[C:5]([OH:4])[C:6]=2[CH3:37])[O:11]1. Yield: 35.0%. Procedure: The compound of Example 14 (64 mg, 1.0 mmol) was dissolved in THF (10 mL). To the resultant solution was added borane-methyl sulfide complex (10 M, 0.24 mL, 2.4 mmol). The resultant reaction mixture was refluxed for 5 h. To the resultant was added 1N hydrochloric acid (2.4 mL) under ice-cooling. The resultant mixture was refluxed for 2 h, followed by concentration under reduced pressure. The residue was extracted with dichloromethane after addition of 1N aqueous solution of sodium hydroxide. The... The solvent is C1CCOC1 (THF). The reactants are [Br-], C1CCOC1, C[Mg+], CC(=O)c1cnc(Cl)nc1. Yields the product CC(C)(O)c1cnc(Cl)nc1. As a reaction SMILES: [Br-:11].[CH2:14]1[O:15][CH2:16][CH2:17][CH2:18]1.[CH3:12][Mg+:13].[Cl:1][c:2]1[n:3][cH:4][c:5]([C:8]([CH3:9])=[O:10])[cH:6][n:7]1>>[Cl:1][c:2]1[n:3][cH:4][c:5]([C:8]([CH3:9])([OH:10])[CH3:12])[cH:6][n:7]1. RXN SMILES: [OH:1][C:2]1[CH:3]=[C:4]([CH:8]=[C:9]([OH:11])[CH:10]=1)[C:5]([OH:7])=[O:6].S(=O)(=O)(O)O.[CH3:17]O>>[OH:1][C:2]1[CH:3]=[C:4]([CH:8]=[C:9]([OH:11])[CH:10]=1)[C:5]([O:7][CH3:17])=[O:6]. The reactants are OC=1C=C(C(=O)O)C=C(C1)O (3,5-dihydroxybenzoic acid), S(O)(O)(=O)=O (sulfuric acid), CO (methanol), resultant solution. Isolated yield 91.9%. Reported procedure: To a solution of 3,5-dihydroxybenzoic acid (50.0 g, 320 mmol) in methanol (310 ml) was added concentrated sulfuric acid (7.7 ml) and the resultant solution heated at reflux for 16 hrs. It was then cooled and approximately 200 ml of methanol removed under reduced pressure. To the remaining solution was added water (300 ml) and the mixture extracted with ether (4×50 ml). The combined extracts were washed with saturated aqueous sodium bicarbonate (50 ml), dried, and evaporated to dryness. The resul... Yields the product OC=1C=C(C(=O)OC)C=C(C1)O (methyl 3,5-dihydroxybenzoate). The reactants are CCOc1ccccc1OCCN(C(=O)OC(C)(C)C)C(C)Cc1cc2c(c(C(N)=O)c1)N(CCCO)CC2, CC(C)(C)C(=O)Cl, O=C([O-])O, [Na+], c1ccncc1. Yields the product CCOc1ccccc1OCCN(C(=O)OC(C)(C)C)C(C)Cc1cc2c(c(C(N)=O)c1)N(CCCOC(=O)C(C)(C)C)CC2. As a reaction SMILES: [C:1]([NH2:2])(=[O:3])[c:4]1[cH:5][c:6]([CH2:17][CH:18]([CH3:19])[N:20]([C:21]([O:22][C:23]([CH3:24])([CH3:25])[CH3:26])=[O:27])[CH2:28][CH2:29][O:30][c:31]2[c:32]([O:37][CH2:38][CH3:39])[cH:33][cH:34][cH:35][cH:36]2)[cH:7][c:8]2[c:12]1[N:11]([CH2:13][CH2:14][CH2:15][OH:16])[CH2:10][CH2:9]2.[C:40]([C:41]([CH3:42])([CH3:43])[CH3:44])(=[O:45])[Cl:46].[C:47](=[O:48])([OH:49])[O-:50].[Na+:51].[cH:52]1[cH:53][cH:54][n:55][cH:56][cH:57]1>>[C:1]([NH2:2])(=[O:3])[c:4]1[cH:5][c:6]([CH2:17][CH:18]([CH3:19])[N:20]([C:21]([O:22][C:23]([CH3:24])([CH3:25])[CH3:26])=[O:27])[CH2:28][CH2:29][O:30][c:31]2[c:32]([O:37][CH2:38][CH3:39])[cH:33][cH:34][cH:35][cH:36]2)[cH:7][c:8]2[c:12]1[N:11]([CH2:13][CH2:14][CH2:15][O:16][C:40]([C:41]([CH3:42])([CH3:43])[CH3:44])=[O:45])[CH2:10][CH2:9]2. Reactants: N12CC(C(CC1)CC2)C(=O)Cl (1-Azabicyclo[2.2.2]octane-3-carbonyl chloride), N[C@@H]1CN(CC1)CCC1=CC=CC=C1 ((S)-3-amino-1-(2-phenylethyl)pyrrolidine). Product: C1(=CC=CC=C1)CCN1CC(CC1)NC(=O)[C@@H]1CN2CCC1CC2 ((S)-N-(1-(2-phenylethyl)pyrrolidin-3-yl)-1-azabicyclo[2.2.2]octane-3-carboxamide). RXN SMILES: [N:1]12[CH2:8][CH2:7][CH:4]([CH2:5][CH2:6]1)[CH:3]([C:9](Cl)=[O:10])[CH2:2]2.[NH2:12][C@H:13]1[CH2:17][CH2:16][N:15]([CH2:18][CH2:19][C:20]2[CH:25]=[CH:24][CH:23]=[CH:22][CH:21]=2)[CH2:14]1>>[C:20]1([CH2:19][CH2:18][N:15]2[CH2:16][CH2:17][CH:13]([NH:12][C:9]([C@H:3]3[CH:4]4[CH2:7][CH2:8][N:1]([CH2:6][CH2:5]4)[CH2:2]3)=[O:10])[CH2:14]2)[CH:21]=[CH:22][CH:23]=[CH:24][CH:25]=1. Reported procedure: 1-Azabicyclo[2.2.2]octane-3-carbonyl chloride and (S)-3-amino-1-(2-phenylethyl)pyrrolidine were reacted under the same conditions as in Example 53 to give (S)-N-(1-(2-phenylethyl)pyrrolidin-3-yl)-1-azabicyclo[2.2.2]octane-3-carboxamide.